From a dataset of the Open Reaction Database (ORD), a public repository of structured organic reaction records. describe an organic reaction: reactants, conditions, products, and yield Reactants: CCOC(=O)CC(C)=O, CN([SiH](C)C)[Si](C)(C)C, O=C1NS(=O)(=O)c2ccccc21. The product is CCOC(=O)C=C(C)O[Si](C)(C)C. As a reaction SMILES: [C:1]([CH2:2][C:3](=[O:4])[CH3:5])(=[O:6])[O:7][CH2:8][CH3:9].[CH3:22][SiH:23]([CH3:24])[N:29]([Si:25]([CH3:26])([CH3:27])[CH3:28])[CH3:30].[O:10]=[C:11]1[c:12]2[c:13]([cH:14][cH:15][cH:16][cH:17]2)[S:18](=[O:19])(=[O:20])[NH:21]1>>[C:1]([CH:2]=[C:3]([O:4][Si:25]([CH3:26])([CH3:27])[CH3:28])[CH3:5])(=[O:6])[O:7][CH2:8][CH3:9]. Starting materials: ice water, ClC1=C(C(=CC=C1)Cl)C(C#N)NC1=CC=C(C=C1)Cl (2,6-dichloro-α-[(4-chlorophenyl)amino]benzeneacetonitrile), S(O)(O)(=O)=O.O (sulfuric acid water). Conditions: time 8 hour. Product: 43.1, ClC1=C(C(=CC=C1)Cl)C(C(=O)N)NC1=CC=C(C=C1)Cl (2,6-dichloro-α-[(4-chlorophenyl)amino]benzeneacetamide). RXN SMILES: [Cl:1][C:2]1[CH:7]=[CH:6][CH:5]=[C:4]([Cl:8])[C:3]=1[CH:9]([NH:12][C:13]1[CH:18]=[CH:17][C:16]([Cl:19])=[CH:15][CH:14]=1)[C:10]#[N:11].S(=O)(=O)(O)[OH:21].O>>[Cl:1][C:2]1[CH:7]=[CH:6][CH:5]=[C:4]([Cl:8])[C:3]=1[CH:9]([NH:12][C:13]1[CH:14]=[CH:15][C:16]([Cl:19])=[CH:17][CH:18]=1)[C:10]([NH2:11])=[O:21] |f:1.2|. Procedure: 50 Parts of 2,6-dichloro-α-[(4-chlorophenyl)amino]benzeneacetonitrile are added portionwise to 270 parts of sulfuric acid/water (10:1 by volume) and the whole is stirred overnight at room temperature. The reaction mixture is poured onto 2000 parts of ice-water. The precipitated product is filtered off, washed on the filter successively with water and 2-propanol and recrystallized from 560 parts of 2-propanol at -20° C., yielding 43.1 parts of 2,6-dichloro-α-[(4-chlorophenyl)amino]benzeneacetamid... Reactants: C(C1=CC=CC=C1)N1CC(OCC1)C#N (4-benzyl-morpholine-2-carbonitrile), COC1=C(C[Mg]Cl)C=CC=C1 (2-methoxybenzylmagnesium chloride), Rieke Metals, C(C)OCC (diethyl ether), CO (methanol). Run at temperature -10 celsius, time 30 minute. Yields the product C(C)(=O)O.C(C)(=O)O.C(C1=CC=CC=C1)N1CC(OCC1)C(CC1=C(C=CC=C1)OC)(CC1=C(C=CC=C1)OC)N (1-(4-Benzyl-morpholin-2-yl)-1-(2-methoxy-benzyl)-2-(2-methoxy-phenyl)-ethylamine diacetate). As a reaction SMILES: [CH2:1]([N:8]1[CH2:13][CH2:12][O:11][CH:10]([C:14]#[N:15])[CH2:9]1)[C:2]1[CH:7]=[CH:6][CH:5]=[CH:4][CH:3]=1.[CH3:16][O:17][C:18]1[CH:26]=[CH:25][CH:24]=[CH:23][C:19]=1[CH2:20][Mg]Cl.CO.[CH2:29]([O:31][CH2:32][CH3:33])C>>[C:10]([OH:17])(=[O:11])[CH3:14].[C:18]([OH:17])(=[O:31])[CH3:26].[CH2:1]([N:8]1[CH2:13][CH2:12][O:11][CH:10]([C:14]([NH2:15])([CH2:6][C:7]2[CH:2]=[CH:3][CH:4]=[CH:33][C:32]=2[O:31][CH3:29])[CH2:20][C:19]2[CH:23]=[CH:24][CH:25]=[CH:26][C:18]=2[O:17][CH3:16])[CH2:9]1)[C:2]1[CH:3]=[CH:4][CH:5]=[CH:6][CH:7]=1 |f:4.5.6|. Procedure details: To a solution of 4-benzyl-morpholine-2-carbonitrile (10 g, 49.5 mmol) in dry diethyl ether (100 mL) at −10° C. under an atmosphere of nitrogen is added a solution of 2-methoxybenzylmagnesium chloride (0.25M solution in tetrahydrofuran, 218 mL, 54.5 mmol) available from Aldrich Chemical Company or Rieke Metals) and the reaction mixture is further stirred at −10° C. for 30 minutes. Then the reaction is allowed to warm to room temperature and stirred overnight The reaction is then cooled to 0° C. a...